Task: describe an organic reaction: reactants, conditions, products, and yield. Dataset: the Open Reaction Database (ORD), a public repository of structured organic reaction records The reactants are N(=NC(=O)OC(C)C)C(=O)OC(C)C (Diisopropyl azodicarboxylate), CS(=O)(=O)C1=CC=C(C=C1)C1=CC=C(C=C1)O (4′-(methylsulfonyl)-4-biphenylol), C(=O)(OC(C)(C)C)N1CCC(CC1)CO (N-Boc-4-piperidinemethanol), C1=CC=C(C=C1)P(C2=CC=CC=C2)C3=CC=CC=C3 (Ph3P). Solvent: C1CCOC1 (THF), C1CCOC1 (THF), CCOC(=O)C (EtOAc). Conditions: time 3 hour. Product: CS(=O)(=O)C1=CC=C(C=C1)C1=CC=C(C=C1)OCC1CCN(CC1)C(=O)OC(C)(C)C (1,1-Dimethylethyl 4-({[4′-(methylsulfonyl)-4-biphenylyl]oxy}methyl)-1-piperidinecarboxylate). Isolated yield 74.8%. Reaction SMILES: [CH3:1][S:2]([C:5]1[CH:10]=[CH:9][C:8]([C:11]2[CH:16]=[CH:15][C:14]([OH:17])=[CH:13][CH:12]=2)=[CH:7][CH:6]=1)(=[O:4])=[O:3].[C:18]([N:25]1[CH2:30][CH2:29][CH:28]([CH2:31]O)[CH2:27][CH2:26]1)([O:20][C:21]([CH3:24])([CH3:23])[CH3:22])=[O:19].C1C=CC(P(C2C=CC=CC=2)C2C=CC=CC=2)=CC=1.N(C(OC(C)C)=O)=NC(OC(C)C)=O>C1COCC1.CCOC(C)=O>[CH3:1][S:2]([C:5]1[CH:6]=[CH:7][C:8]([C:11]2[CH:16]=[CH:15][C:14]([O:17][CH2:31][CH:28]3[CH2:29][CH2:30][N:25]([C:18]([O:20][C:21]([CH3:22])([CH3:24])[CH3:23])=[O:19])[CH2:26][CH2:27]3)=[CH:13][CH:12]=2)=[CH:9][CH:10]=1)(=[O:3])=[O:4]. Reported procedure: A solution of 4′-(methylsulfonyl)-4-biphenylol (0.15 g, 0.60 mmol), N-Boc-4-piperidinemethanol (0.14 g, 0.60 mmol) and Ph3P (0.16 g, 0.66 mmol) in THF (4 mL) was cooled to −20° C. Diisopropyl azodicarboxylate (0.13 g, 94%, 0.60 mmol) in THF (1 mL) was added dropwise. The reaction mixture was kept between −20° C. and 0° C. for 3 h, then allowed to warm up to ambient temperature, and stirred at ambient temperature overnight. The mixture was diluted with EtOAc, washed with saturated aqueous NaHCO3 ... The reactants are CCO, CCOC(C)=O, C=Cc1cc(C(=O)OC)c(Cl)c([N+](=O)[O-])c1, O, Cl[Sn]Cl. The product is C=Cc1cc(N)c(Cl)c(C(=O)OC)c1. Reaction SMILES: [CH3:20][CH2:21][OH:22].[CH3:24][CH2:25][O:26][C:27]([CH3:28])=[O:29].[Cl:1][c:2]1[c:3]([C:4](=[O:5])[O:6][CH3:7])[cH:8][c:9]([CH:15]=[CH2:16])[cH:10][c:11]1[N+:12]([O-:13])=[O:14].[OH2:23].[Sn:17]([Cl:18])[Cl:19]>>[Cl:1][c:2]1[c:3]([C:4](=[O:5])[O:6][CH3:7])[cH:8][c:9]([CH:15]=[CH2:16])[cH:10][c:11]1[NH2:12].